This data is from the Open Reaction Database (ORD), a public repository of structured organic reaction records. The task is: describe an organic reaction: reactants, conditions, products, and yield Starting materials: [O-]CC.[Na+].C(C)O (sodium ethoxide ethanol), C(=O)[O-].[NH4+] (ammonium formate), O=C1CCC(CC1)C(=O)OCC (ethyl 4-oxocyclohexanecarboxylate), [OH-].[Na+] (sodium hydroxide), C(C)OP(=O)(OCC)CC(=O)OCC (ethyl diethylphosphonoacetate). Reagents/catalysts: [C].[Pd] (palladium carbon). Run in C(C)(=O)O (acetic acid), C(C)O (ethanol). Conditions: time 1 hour. The product is C(C)OC(=O)C[C@@H]1CC[C@H](CC1)C(=O)O (trans-4-(ethoxycarbonylmethyl)cyclohexanecarboxylic acid). RXN SMILES: O=[C:2]1[CH2:7][CH2:6][CH:5]([C:8]([O:10]CC)=[O:9])[CH2:4][CH2:3]1.[OH-].[Na+].C(OP([CH2:23][C:24]([O:26][CH2:27][CH3:28])=[O:25])(OCC)=O)C.[O-]CC.[Na+].C(O)C.C([O-])=O.[NH4+]>C(O)C.[C].[Pd].C(O)(=O)C>[CH2:27]([O:26][C:24]([CH2:23][C@H:2]1[CH2:3][CH2:4][C@H:5]([C:8]([OH:10])=[O:9])[CH2:6][CH2:7]1)=[O:25])[CH3:28] |f:1.2,4.5.6,7.8,10.11|. Reported procedure: To a solution (600 ml) of ethyl 4-oxocyclohexanecarboxylate (150 g) in ethanol was added sodium hydroxide (38.8 g) with stirring at room temperature. The reaction solution was stirred for 1 hr and ethyl diethylphosphonoacetate (192 ml) was added. To this reaction solution was added dropwise 21% sodium ethoxide/ethanol solution (363 ml) with stirring under ice-cooling over 1 hr. The stirring was continued for 1 hr and acetic acid (126 ml) was added. Then ammonium formate (111 g) and palladium car... The reactants are CCc1[nH]c(C(=O)O)nc1C(F)(F)F, COC1CN(C(=O)OC(C)(C)C)CCC1N, On1nnc2ccccc21. Product: CCc1[nH]c(C(=O)NC2CCN(C(=O)OC(C)(C)C)CC2OC)nc1C(F)(F)F. RXN SMILES: [CH2:17]([CH3:18])[c:19]1[c:20]([C:27]([F:28])([F:29])[F:30])[n:21][c:22]([C:24](=[O:25])[OH:26])[nH:23]1.[NH2:1][CH:2]1[CH:3]([O:15][CH3:16])[CH2:4][N:5]([C:8](=[O:9])[O:10][C:11]([CH3:12])([CH3:13])[CH3:14])[CH2:6][CH2:7]1.[OH:31][n:32]1[c:33]2[c:34]([cH:35][cH:36][cH:37][cH:38]2)[n:39][n:40]1>>[NH:1]([CH:2]1[CH:3]([O:15][CH3:16])[CH2:4][N:5]([C:8](=[O:9])[O:10][C:11]([CH3:12])([CH3:13])[CH3:14])[CH2:6][CH2:7]1)[C:24]([c:22]1[n:21][c:20]([C:27]([F:28])([F:29])[F:30])[c:19]([CH2:17][CH3:18])[nH:23]1)=[O:25]. Starting materials: [Br-], CC(=O)NC1Cc2cn(S(=O)(=O)c3c(C(C)C)cc(C(C)C)cc3C(C)C)c3cccc(c23)C1=O, C1CCOC1, C[Mg+], [Cl-], [NH4+]. Product: CC(=O)NC1Cc2cn(S(=O)(=O)c3c(C(C)C)cc(C(C)C)cc3C(C)C)c3cccc(c23)C1(C)O. Reaction SMILES: [Br-:36].[C:1]([CH3:2])(=[O:3])[NH:4][CH:5]1[C:6](=[O:35])[c:7]2[c:8]3[c:9]([cH:10][n:11]([S:16](=[O:17])(=[O:18])[c:19]4[c:20]([CH:31]([CH3:32])[CH3:33])[cH:21][c:22]([CH:28]([CH3:29])[CH3:30])[cH:23][c:24]4[CH:25]([CH3:26])[CH3:27])[c:12]3[cH:13][cH:14][cH:15]2)[CH2:34]1.[CH2:41]1[O:42][CH2:43][CH2:44][CH2:45]1.[CH3:37][Mg+:38].[Cl-:39].[NH4+:40]>>[C:1]([CH3:2])(=[O:3])[NH:4][CH:5]1[C:6]([OH:35])([CH3:37])[c:7]2[c:8]3[c:9]([cH:10][n:11]([S:16](=[O:17])(=[O:18])[c:19]4[c:20]([CH:31]([CH3:32])[CH3:33])[cH:21][c:22]([CH:28]([CH3:29])[CH3:30])[cH:23][c:24]4[CH:25]([CH3:26])[CH3:27])[c:12]3[cH:13][cH:14][cH:15]2)[CH2:34]1. The reactants are S(O)(O)(=O)=O (sulfuric acid), NC[C@@H](C(=O)O)O (3-amino-(2S)-hydroxypropionic acid), CC(C)=C (Isobutylene). Run in C(OC)COC (Dimethoxyethane). Run at temperature -78 celsius, time 48 hour. The product is NC[C@@H](C(=O)OC(C)(C)C)OC(C)(C)C (t-Butyl 3-amino-(2S)-t-butoxypropionate). RXN SMILES: S(=O)(=O)(O)O.[NH2:6][CH2:7][C@H:8]([OH:12])[C:9]([OH:11])=[O:10].[CH3:13][C:14](=[CH2:16])[CH3:15]>C(COC)OC>[NH2:6][CH2:7][C@H:8]([O:12][C:14]([CH3:16])([CH3:15])[CH3:13])[C:9]([O:11][C:14]([CH3:15])([CH3:13])[CH3:16])=[O:10]. Procedure: The following reaction was carried out in a Fischer-Porter tube. Dimethoxyethane (76 ml) and 3.2 ml of concentrated sulfuric acid were added in that order to 4.0 g of 3-amino-(2S)-hydroxypropionic acid (L-isoserine), and the mixture was then cooled to −78° C. Isobutylene (38 ml) was added thereto, and the tube was sealed, followed by shaking at room temperature for 48 hr. The tube was then slowly opened, and isobutylene was removed by distillation at room temperature. The reaction mixture was th... Starting materials: ClC(C(=O)OCC)C(=O)C (ethyl 2-chloroacetoacetate), ClC1=CC=C(C(=O)O)C=C1 (4-chlorobenzoic acid), C([O-])([O-])=O.[Na+].[Na+] (sodium carbonate). Solvent: CN(C=O)C (dimethylformamide), CN(C=O)C (dimethylformamide), CN(C=O)C (dimethylformamide). Run at temperature 80 celsius. The product is ClC1=CC=C(C(=O)OC(C(=O)OCC)C(C)=O)C=C1 (ethyl 2-(4-chlorobenzoyloxy)-3-oxo-butyrate). Yield: 94.3%. Reaction SMILES: [Cl:1][C:2]1[CH:10]=[CH:9][C:5]([C:6]([OH:8])=[O:7])=[CH:4][CH:3]=1.C(=O)([O-])[O-].[Na+].[Na+].Cl[CH:18]([C:24]([CH3:26])=[O:25])[C:19]([O:21][CH2:22][CH3:23])=[O:20]>CN(C)C=O>[Cl:1][C:2]1[CH:10]=[CH:9][C:5]([C:6]([O:8][CH:18]([C:24](=[O:25])[CH3:26])[C:19]([O:21][CH2:22][CH3:23])=[O:20])=[O:7])=[CH:4][CH:3]=1 |f:1.2.3|. Procedure: A solution of 15.65 g (0.1 mol) of 4-chlorobenzoic acid in 20 ml of dimethylformamide was added dropwise to a stirred suspension of 5.3 g (0.05 mol) of anhydrous sodium carbonate in 80 ml of dimethylformamide. The suspension was heated at 80° C. for 1 hour and a solution of 16.46 g (0.1 mol) of ethyl 2-chloroacetoacetate in 10 ml of dimethylformamide was added. The suspension was heated at 80° C. for 6 hours and left to cool overnight. The solvent was removed by evaporation under reduced pressur... Reactants: FC=1C=CC=2C3=CC(=CC=C3C(N(C2C1)S(=O)(=O)C1=CC(=CC=C1)OC)C)F (3,9-difluoro-5-[(3-methoxyphenyl)sulfonyl]-6-methyl-5,6-dihydrophenanthridine), C1=CCCCC1 (cyclohexene), solution, B(Br)(Br)Br (boron tribromide). Run in ClCCl (dichloromethane). Product: FC=1C=CC=2C3=CC(=CC=C3C(N(C2C1)S(=O)(=O)C=1C=C(C=CC1)O)C)F (3-[(3,9-Difluoro-6-methylphenanthridin-5(6H)-yl)sulfonyl]phenol), product. Yield: 78.0%. RXN SMILES: [F:1][C:2]1[CH:3]=[CH:4][C:5]2[C:6]3[C:11]([CH:12]([CH3:27])[N:13]([S:16]([C:19]4[CH:24]=[CH:23][CH:22]=[C:21]([O:25]C)[CH:20]=4)(=[O:18])=[O:17])[C:14]=2[CH:15]=1)=[CH:10][CH:9]=[C:8]([F:28])[CH:7]=3.C1CCCCC=1.B(Br)(Br)Br>ClCCl>[F:1][C:2]1[CH:3]=[CH:4][C:5]2[C:6]3[C:11]([CH:12]([CH3:27])[N:13]([S:16]([C:19]4[CH:20]=[C:21]([OH:25])[CH:22]=[CH:23][CH:24]=4)(=[O:18])=[O:17])[C:14]=2[CH:15]=1)=[CH:10][CH:9]=[C:8]([F:28])[CH:7]=3. Reported procedure: The title compound was prepared from 3,9-difluoro-5-[(3-methoxyphenyl)sulfonyl]-6-methyl-5,6-dihydrophenanthridine (150 mg, 0.37 mmol), cyclohexene (757 μL, 7.5 mmol), and 1.0 M solution of boron tribromide in dichloromethane (2.24 mL) according to the procedure and in the same manner as described in Example 105, step e. The volatile components were removed in vacuo, and the crude residue was purified by preparative liquid chromatography on a Biotage® 40 Mi column of prepacked silica gel (90 g),... The reactants are C(CCCCCC)C(=O)Cl (heptylcarboxylic acid chloride), NC1=NC=CC=C1 (2-amino-pyridine), C(C)(C)(C)[N+]#[C-] (tert.-butylisonitrile), C(C1=CC=CC=C1)=O (benzaldehyde). Run in Cl(=O)(=O)(=O)O (perchloric acid). Product: [Cl-].C(C)(C)(C)N(C1=C([N+](=C2N1C=CC=C2)C(CCCCCC)=O)C2=CC=CC=C2)C(CCCCCC)=O (3-(tert-butyl-heptanoyl-amino)-1-heptanoyl-2-phenyl-imidazo[1,2-a]pyridin-1-ium chloride). As a reaction SMILES: [NH2:1][C:2]1[CH:7]=[CH:6][CH:5]=[CH:4][N:3]=1.[C:8]([N+:12]#[C-:13])([CH3:11])([CH3:10])[CH3:9].[CH:14](=O)[C:15]1[CH:20]=[CH:19][CH:18]=[CH:17][CH:16]=1.[CH2:22]([C:29]([Cl:31])=[O:30])[CH2:23][CH2:24][CH2:25][CH2:26][CH2:27]C>Cl(O)(=O)(=O)=O>[Cl-:31].[C:8]([N:12]([C:29](=[O:30])[CH2:22][CH2:23][CH2:24][CH2:25][CH2:26][CH3:27])[C:13]1[N:3]2[CH:4]=[CH:5][CH:6]=[CH:7][C:2]2=[N+:1]([C:29](=[O:30])[CH2:22][CH2:23][CH2:24][CH2:25][CH2:26][CH3:27])[C:14]=1[C:15]1[CH:20]=[CH:19][CH:18]=[CH:17][CH:16]=1)([CH3:11])([CH3:10])[CH3:9] |f:5.6|. Procedure: Example 11 was carried out in accordance with the general directions for synthesis in process step a) from 1.0 ml (0.1 mmol) 2-amino-pyridine (0.1 M, DCM), 0.575 ml (0.115 mmol) tert.-butylisonitrile solution (0.2 M, DCM), 0.500 ml (0.15 mmol) benzaldehyde solution (0.3 M, DCM) and 10 μl perchloric acid (w=20%) and in process steps b) to d) by reacting the resultant reaction product with 0.4 mmol heptylcarboxylic acid chloride.